This data is from the Open Reaction Database (ORD), a public repository of structured organic reaction records. The task is: describe an organic reaction: reactants, conditions, products, and yield Reactants: C(C)OC(C(=CN(C)C)C(=O)C1=NC=CN=C1Cl)=O (2-(3-Chloro-pyrazine-2-carbonyl)-3-dimethylamino-acrylic acid ethyl ester), C(C)OC(=O)C1=CN(C2=CC=CN=C2C1=O)CC1=C(C=CC=C1)C1=CC=CC=C1 (1-biphenyl-2-ylmethyl-4-oxo-1,4-dihydro-[1,5]naphthyridine-3-carboxylic acid ethyl ester). The product is C(C)OC(=O)C=1C(C=2C(=NC=CN2)N(C1)CC1(CCCC1)C1=CC=CC=C1)=O (8-Oxo-5-(1-phenyl-cyclopentylmethyl)-5,8-dihydro-pyrido[2,3-b]pyrazine-7-carboxylic acid ethyl ester). Isolated yield 30.0%. RXN SMILES: [CH2:1]([O:3][C:4](=[O:19])[C:5]([C:10]([C:12]1[C:17](Cl)=[N:16][CH:15]=[CH:14][N:13]=1)=[O:11])=[CH:6][N:7]([CH3:9])C)[CH3:2].C(OC(C1C(=O)C2C(=CC=CN=2)N(CC2[CH:42]=[CH:41][CH:40]=[CH:39][C:38]=2[C:43]2[CH:48]=[CH:47][CH:46]=[CH:45][CH:44]=2)C=1)=O)C>>[CH2:1]([O:3][C:4]([C:5]1[C:10](=[O:11])[C:12]2[C:17]([N:7]([CH2:9][C:38]3([C:43]4[CH:44]=[CH:45][CH:46]=[CH:47][CH:48]=4)[CH2:39][CH2:40][CH2:41][CH2:42]3)[CH:6]=1)=[N:16][CH:15]=[CH:14][N:13]=2)=[O:19])[CH3:2]. Reported procedure: 8-Oxo-5-(1-phenyl-cyclopentylmethyl)-5,8-dihydro-pyrido[2,3-b]pyrazine-7-carboxylic acid ethyl ester (16) (600 mg, 30%) was synthesized as a brown sticky liquid from 1.5 g of 2-(3-chloro-pyrazine-2-carbonyl)-3-dimethylamino-acrylic acid ethyl ester (13) following the procedure described for 1-biphenyl-2-ylmethyl-4-oxo-1,4-dihydro-[1,5]naphthyridine-3-carboxylic acid ethyl ester (6). The reactants are CCOC(=O)CN, Cl, N=C(N)Nc1nc(C(=O)O)cs1, [Na]. Yields the product CCOC(=O)CNC(=O)c1csc(NC(=N)N)n1. As a reaction SMILES: [CH2:15]([CH3:16])[O:17][C:18]([CH2:19][NH2:20])=[O:21].[ClH:14].[NH:2]([C:3](=[NH:4])[NH2:5])[c:6]1[s:7][cH:8][c:9]([C:11](=[O:12])[OH:13])[n:10]1.[Na:1]>>[NH:2]([C:3](=[NH:4])[NH2:5])[c:6]1[s:7][cH:8][c:9]([C:11](=[O:13])[NH:20][CH2:19][C:18]([O:17][CH2:15][CH3:16])=[O:21])[n:10]1.